From a dataset of the Open Reaction Database (ORD), a public repository of structured organic reaction records. describe an organic reaction: reactants, conditions, products, and yield The reactants are CC(=O)C (acetone), [O-]S(=O)(=O)[O-].[Mg+2] (MgSO4), C(C1=CC=CC=C1)N1CCNCC1 (1-benzylpiperazine), OC(C#N)(C)C (2-hydroxyisobutyronitrile). Run in CN(C(C)=O)C (N,N-dimethylacetamide). Run at temperature 45 celsius, time 30 minute. Product: C(C1=CC=CC=C1)N1CCN(CC1)C(C#N)(C)C (2-(4-Benzyl-1-piperazinyl)-2-methylpropionitrile). Reaction SMILES: CC(C)=O.[O-]S([O-])(=O)=O.[Mg+2].[CH2:11]([N:18]1[CH2:23][CH2:22][NH:21][CH2:20][CH2:19]1)[C:12]1[CH:17]=[CH:16][CH:15]=[CH:14][CH:13]=1.O[C:25]([CH3:29])([CH3:28])[C:26]#[N:27]>CN(C)C(=O)C>[CH2:11]([N:18]1[CH2:23][CH2:22][N:21]([C:25]([CH3:29])([CH3:28])[C:26]#[N:27])[CH2:20][CH2:19]1)[C:12]1[CH:13]=[CH:14][CH:15]=[CH:16][CH:17]=1 |f:1.2|. Procedure: 4.5 ml of acetone, 20 g of dry MgSO4, 10 g of N,N-dimethylacetamide, 10 g of 1-benzylpiperazine and 9.5 ml of 2-hydroxyisobutyronitrile are mixed together and heated at 45° C. for 48 hours with vigorous stirring. The reaction mixture is poured onto ice and left stirring for 30 minutes. The mixture is extracted with ether, the organic phase is washed several times with water and dried over Na2SO4, and the solvent is evaporated off under vacuum. 13 g of the expected product are obtained. Reactants: C(C)C=1CNC=2N(C1C1=CC(=CC=C1)C(F)(F)F)N=CC2C#N (4,5-dihydro-6-ethyl-7 -[3-(trifluoromethyl)phenyl]pyrazolo[1,5-a]pyrimidine-3-carbonitrile), ClCC(=O)Cl (chloroacetyl chloride). The product is ClCC(=O)N1C=2N(C(=C(C1)CC)C1=CC(=CC=C1)C(F)(F)F)N=CC2C#N (4-(chloroacetyl)-4,5-dihydro-6-ethyl-7-[3-(trifluoromethyl)phenyl]pyrazolo[1,5-a]pyrimidine-3-carbonitrile). As a reaction SMILES: [CH2:1]([C:3]1[CH2:4][NH:5][C:6]2[N:7]([N:19]=[CH:20][C:21]=2[C:22]#[N:23])[C:8]=1[C:9]1[CH:14]=[CH:13][CH:12]=[C:11]([C:15]([F:18])([F:17])[F:16])[CH:10]=1)[CH3:2].[Cl:24][CH2:25][C:26](Cl)=[O:27]>>[Cl:24][CH2:25][C:26]([N:5]1[CH2:4][C:3]([CH2:1][CH3:2])=[C:8]([C:9]2[CH:14]=[CH:13][CH:12]=[C:11]([C:15]([F:18])([F:17])[F:16])[CH:10]=2)[N:7]2[N:19]=[CH:20][C:21]([C:22]#[N:23])=[C:6]12)=[O:27]. Procedure: The reactants were prepared as follows. Using the method of Example 2, 4,5-dihydro-6-ethyl-7 -[3-(trifluoromethyl)phenyl]pyrazolo[1,5-a]pyrimidine-3-carbonitrile was reacted with chloroacetyl chloride to give 4-(chloroacetyl)-4,5-dihydro-6-ethyl-7-[3-(trifluoromethyl)phenyl]pyrazolo[1,5-a]pyrimidine-3-carbonitrile, m.p. 150°-152° C.